Dataset: the Open Reaction Database (ORD), a public repository of structured organic reaction records. Task: describe an organic reaction: reactants, conditions, products, and yield The reactants are C(C)(=O)O (acetic acid), FC=1C=C(N)C=CC1CC=1N(C(=C(C1)C)C(C1=CC=C(C=C1)Cl)=O)C (3-Fluoro-4-[5-(4-chlorobenzoyl)-1,4-dimethyl-1H-pyrrol-2-ylmethyl]aniline), ice water, C[S-].[Na+] (Sodium thiomethoxide). Run in CN(C)C=O (DMF). Run at time 24 hour. Product: FC=1C=C(N)C=CC1CC=1N(C(=C(C1)C)C(C1=CC=C(C=C1)C)=S)C (3-fluoro-4-[5-(4-methylthiobenzoyl)-1,4-dimethyl-1H-pyrrol-2-ylmethyl]aniline). The yield is 55.0%. RXN SMILES: [F:1][C:2]1[CH:3]=[C:4]([CH:6]=[CH:7][C:8]=1[CH2:9][C:10]1[N:11]([CH3:25])[C:12]([C:16](=O)[C:17]2[CH:22]=[CH:21]C(Cl)=[CH:19][CH:18]=2)=[C:13]([CH3:15])[CH:14]=1)[NH2:5].C[S-:27].[Na+].[C:29](O)(=O)[CH3:30]>CN(C=O)C>[F:1][C:2]1[CH:3]=[C:4]([CH:6]=[CH:7][C:8]=1[CH2:9][C:10]1[N:11]([CH3:25])[C:12]([C:16](=[S:27])[C:17]2[CH:22]=[CH:21][C:29]([CH3:30])=[CH:19][CH:18]=2)=[C:13]([CH3:15])[CH:14]=1)[NH2:5] |f:1.2|. Procedure: 3-Fluoro-4-[5-(4-chlorobenzoyl)-1,4-dimethyl-1H-pyrrol-2-ylmethyl]aniline (2.0 g, 5.6 mmol) was dissolved in degassed DMF. Sodium thiomethoxide (1.5 g, 22.4 mmol) was added and the mixture stirred at room temperature under argon for 24 h. The reaction was poured into ice-water, acidified with acetic acid to pH 3 and extracted with ethyl acetate. The organic extracts were washed with water, and brine, and dried over magnesium sulfate. The solvent was removed in vacuo and the crude product was pur... The reactants are O=C(O)c1ncc(F)cc1Cl, CC1(c2cc(N)ccc2F)N=C(N)OCC1(F)F. The product is CC1(c2cc(NC(=O)c3ncc(F)cc3Cl)ccc2F)N=C(N)OCC1(F)F. RXN SMILES: [Cl:19][c:20]1[c:21]([C:27](=[O:28])[OH:29])[n:22][cH:23][c:24]([F:26])[cH:25]1.[NH2:1][c:2]1[cH:3][cH:4][c:5]([F:18])[c:6]([C:8]2([CH3:17])[N:9]=[C:10]([NH2:16])[O:11][CH2:12][C:13]2([F:14])[F:15])[cH:7]1>>[NH:1]([c:2]1[cH:3][cH:4][c:5]([F:18])[c:6]([C:8]2([CH3:17])[N:9]=[C:10]([NH2:16])[O:11][CH2:12][C:13]2([F:14])[F:15])[cH:7]1)[C:27]([c:21]1[c:20]([Cl:19])[cH:25][c:24]([F:26])[cH:23][n:22]1)=[O:28]. The reactants are Oc1ccc(Br)cc1, CC(C)[Si](Cl)(C(C)C)C(C)C, [Cl-], ClCCCl, [NH4+], c1c[nH]cn1. Product: CC(C)[Si](Oc1ccc(Br)cc1)(C(C)C)C(C)C. As a reaction SMILES: [Br:1][c:2]1[cH:3][cH:4][c:5]([OH:8])[cH:6][cH:7]1.[CH:14]([CH3:15])([CH3:16])[Si:17]([CH:18]([CH3:19])[CH3:20])([CH:21]([CH3:22])[CH3:23])[Cl:24].[Cl-:25].[Cl:27][CH2:28][CH2:29][Cl:30].[NH4+:26].[nH:9]1[cH:10][cH:11][n:12][cH:13]1>>[Br:1][c:2]1[cH:3][cH:4][c:5]([O:8][Si:17]([CH:14]([CH3:15])[CH3:16])([CH:18]([CH3:19])[CH3:20])[CH:21]([CH3:22])[CH3:23])[cH:6][cH:7]1.